This data is from the Open Reaction Database (ORD), a public repository of structured organic reaction records. The task is: describe an organic reaction: reactants, conditions, products, and yield The reactants are C(#C)C1=CN=C2N1N=CC=C2 (3-ethynylimidazo[1,2-b]pyridazine), IC=1C=C(C(=O)NC2=CC(=C(C=C2)CN2CCN(CC2)C)C(F)(F)F)C=CC1 (3-iodo-N-(4-((4-methylpiperazin-1-yl)methyl)-3-(trifluoromethyl)phenyl)benzamide). Reaction SMILES: [C:1]([C:3]1[N:7]2[N:8]=[CH:9][CH:10]=[CH:11][C:6]2=[N:5][CH:4]=1)#[CH:2].I[C:13]1[CH:14]=[C:15]([CH:37]=[CH:38][CH:39]=1)[C:16]([NH:18][C:19]1[CH:24]=[CH:23][C:22]([CH2:25][N:26]2[CH2:31][CH2:30][N:29]([CH3:32])[CH2:28][CH2:27]2)=[C:21]([C:33]([F:36])([F:35])[F:34])[CH:20]=1)=[O:17]>>[N:5]1[CH:4]=[C:3]([C:1]#[C:2][C:13]2[CH:14]=[C:15]([CH:37]=[CH:38][CH:39]=2)[C:16]([NH:18][C:19]2[CH:24]=[CH:23][C:22]([CH2:25][N:26]3[CH2:31][CH2:30][N:29]([CH3:32])[CH2:28][CH2:27]3)=[C:21]([C:33]([F:35])([F:34])[F:36])[CH:20]=2)=[O:17])[N:7]2[C:6]=1[CH:11]=[CH:10][CH:9]=[N:8]2. Procedure: The title compound was synthesized from 3-ethynylimidazo[1,2-b]pyridazine and 3-iodo-N-(4-((4-methylpiperazin-1-yl)methyl)-3-(trifluoromethyl)phenyl)benzamide in a manner similar to that described for Example 14. The product was obtained as a solid: 519 m/z (M+H). Yields the product N=1C=C(N2N=CC=CC21)C#CC=2C=C(C(=O)NC1=CC(=C(C=C1)CN1CCN(CC1)C)C(F)(F)F)C=CC2 (3-(Imidazo[1,2-b]pyridazin-3-ylethynyl)-N-(4-((4-methylpiperazin-1-yl)methyl)-3-(trifluoromethyl)phenyl)benzamide). Starting materials: BrCCCCOCCSCCc1ccccc1, NCC(O)c1cc(Cl)c(N)c(Cl)c1, CN(C)C=O. Product: Nc1c(Cl)cc(C(O)CNCCCCOCCSCCc2ccccc2)cc1Cl. RXN SMILES: [Br:14][CH2:15][CH2:16][CH2:17][CH2:18][O:19][CH2:20][CH2:21][S:22][CH2:23][CH2:24][c:25]1[cH:26][cH:27][cH:28][cH:29][cH:30]1.[NH2:1][c:2]1[c:3]([Cl:13])[cH:4][c:5]([CH:9]([OH:10])[CH2:11][NH2:12])[cH:6][c:7]1[Cl:8].[O:31]=[CH:32][N:33]([CH3:34])[CH3:35]>>[NH2:1][c:2]1[c:3]([Cl:13])[cH:4][c:5]([CH:9]([OH:10])[CH2:11][NH:12][CH2:15][CH2:16][CH2:17][CH2:18][O:19][CH2:20][CH2:21][S:22][CH2:23][CH2:24][c:25]2[cH:26][cH:27][cH:28][cH:29][cH:30]2)[cH:6][c:7]1[Cl:8]. Reactants: CCOC(=O)CCc1ccc(OCc2ccc(CO)c(OC)c2)cc1F, ClCCl, O, BrP(Br)Br. The product is CCOC(=O)CCc1ccc(OCc2ccc(CBr)c(OC)c2)cc1F. Reaction SMILES: [CH2:1]([CH3:2])[O:3][C:4]([CH2:5][CH2:6][c:7]1[c:8]([F:25])[cH:9][c:10]([O:13][CH2:14][c:15]2[cH:16][c:17]([O:23][CH3:24])[c:18]([CH2:21][OH:22])[cH:19][cH:20]2)[cH:11][cH:12]1)=[O:26].[Cl:31][CH2:32][Cl:33].[OH2:34].[P:27]([Br:28])([Br:29])[Br:30]>>[CH2:1]([CH3:2])[O:3][C:4]([CH2:5][CH2:6][c:7]1[c:8]([F:25])[cH:9][c:10]([O:13][CH2:14][c:15]2[cH:16][c:17]([O:23][CH3:24])[c:18]([CH2:21][Br:28])[cH:19][cH:20]2)[cH:11][cH:12]1)=[O:26]. Procedure details: 3.92 g (0.02 mol) of 2,3,3a,8-tetrahydro-1H-pyrazolo[5,1-a]isoindole hydrochloride and 0.95 g of cyanamide in 20 ml of n-amyl alcohol are heated to boiling for 2 hours. After distilling out the solvent, the residue is taken up in boiling ethanol, active charcoal is added, and, after filtration, the filtrate is evaporated in vacuo. After recrystallisation from isopropanol/ethyl acetate, 2.4 g of the hydrochloride of 2,3,3a,8-tetrahydro-1H-pyrazolo[5,1-a]isoindole-1-carboximidamide are obtained. M... Run in CCCCCO (n-amyl alcohol). As a reaction SMILES: Cl.[NH:2]1[N:6]2[CH2:7][C:8]3[CH:9]=[CH:10][CH:11]=[CH:12][C:13]=3[CH:5]2[CH2:4][CH2:3]1.[N:14]#[C:15][NH2:16]>CCCCCO>[N:2]1([C:15](=[NH:14])[NH2:16])[N:6]2[CH2:7][C:8]3[CH:9]=[CH:10][CH:11]=[CH:12][C:13]=3[CH:5]2[CH2:4][CH2:3]1 |f:0.1|. Conditions: time 2 hour. Product: N1(CCC2N1CC=1C=CC=CC21)C(N)=N (2,3,3a,8-Tetrahydro-1H-pyrazolo[5,1-a]isoindole-1-carboximidamide). Starting materials: Cl.N1CCC2N1CC=1C=CC=CC21 (2,3,3a,8-tetrahydro-1H-pyrazolo[5,1-a]isoindole hydrochloride), N#CN (cyanamide). Starting materials: compound, CS(=O)(=O)OCCN1C=CC=2C=3N(C(=NC21)N)N=C(N3)C=3OC=CC3 (2-{5-amino-2-(furan-2-yl)-7H-pyrrolo[3,2-e][1,2,4]triazolo[1,5-c]pyrimidin-7-yl}ethyl methanesulfonate), FC1=C(N)C=CC(=C1)F (2,4-difluoroaniline), CCN(C(C)C)C(C)C (DIEA). Solvent: CN(C)C=O (DMF). Reaction conditions: temperature 100 celsius, time 5 hour. The product is FC1=C(C=CC(=C1)F)NCCN1C=CC=2C=3N(C(=NC21)N)N=C(N3)C=3OC=CC3 (7-(2-(2,4-difluorophenylamino)ethyl)-2-(furan-2-yl)-7H-pyrrolo[3,2-e][1,2,4]triazolo[1,5-c]pyrimidin-5-amine). Reaction SMILES: CS(O[CH2:6][CH2:7][N:8]1[C:16]2[N:15]=[C:14]([NH2:17])[N:13]3[N:18]=[C:19]([C:21]4[O:22][CH:23]=[CH:24][CH:25]=4)[N:20]=[C:12]3[C:11]=2[CH:10]=[CH:9]1)(=O)=O.[F:26][C:27]1[CH:33]=[C:32]([F:34])[CH:31]=[CH:30][C:28]=1[NH2:29].CCN(C(C)C)C(C)C>CN(C=O)C>[F:26][C:27]1[CH:33]=[C:32]([F:34])[CH:31]=[CH:30][C:28]=1[NH:29][CH2:6][CH2:7][N:8]1[C:16]2[N:15]=[C:14]([NH2:17])[N:13]3[N:18]=[C:19]([C:21]4[O:22][CH:23]=[CH:24][CH:25]=4)[N:20]=[C:12]3[C:11]=2[CH:10]=[CH:9]1. Procedure details: To a solution of the title D compound of Example 1, 2-{5-amino-2-(furan-2-yl)-7H-pyrrolo[3,2-e][1,2,4]triazolo[1,5-c]pyrimidin-7-yl}ethyl methanesulfonate (0.06 g, 0.165 mmol) in dry DMF (5 mL), 2,4-difluoroaniline (0.33 mmol) and 0.06 mL of DIEA are added, and the solution is stirred at 100° C. for 5 h. The reaction mixture is cooled to RT, and the solvent is removed under reduced pressure. The crude product is purified by HPLC to give 7-(2-(2,4-difluorophenylamino)ethyl)-2-(furan-2-yl)-7H-pyrr... Starting materials: CO, O=C[O-], [NH4+], O=C(NCC(=O)N1CCN(C(=O)c2ccccc2C(F)(F)F)CC1)c1ccc(-c2ccccc2OCc2ccccc2)cc1, O. Yields the product O=C(NCC(=O)N1CCN(C(=O)c2ccccc2C(F)(F)F)CC1)c1ccc(-c2ccccc2O)cc1. RXN SMILES: [CH3:49][OH:50].[CH:1]([O-:2])=[O:3].[NH4+:4].[O:5]=[C:6]([CH2:7][NH:8][C:9](=[O:10])[c:11]1[cH:12][cH:13][c:14](-[c:17]2[c:18]([O:23][CH2:24][c:25]3[cH:26][cH:27][cH:28][cH:29][cH:30]3)[cH:19][cH:20][cH:21][cH:22]2)[cH:15][cH:16]1)[N:31]1[CH2:32][CH2:33][N:34]([C:37]([c:38]2[c:39]([C:44]([F:45])([F:46])[F:47])[cH:40][cH:41][cH:42][cH:43]2)=[O:48])[CH2:35][CH2:36]1.[OH2:51]>>[O:5]=[C:6]([CH2:7][NH:8][C:9](=[O:10])[c:11]1[cH:12][cH:13][c:14](-[c:17]2[c:18]([OH:23])[cH:19][cH:20][cH:21][cH:22]2)[cH:15][cH:16]1)[N:31]1[CH2:32][CH2:33][N:34]([C:37]([c:38]2[c:39]([C:44]([F:45])([F:46])[F:47])[cH:40][cH:41][cH:42][cH:43]2)=[O:48])[CH2:35][CH2:36]1. Reaction SMILES: [CH3:1][S:2]([NH:5][C:6]1[CH:14]=[CH:13][C:9]([C:10]([OH:12])=[O:11])=[CH:8][CH:7]=1)(=[O:4])=[O:3].C(N1C=CN=C1)(N1C=CN=C1)=O.[OH:27][C:28]1([CH2:36][NH2:37])[CH:33]2[CH2:34][CH2:35][N:30]([CH2:31][CH2:32]2)[CH2:29]1>O1CCCC1>[OH2:3].[OH:27][C:28]1([CH2:36][NH:37][C:10](=[O:12])[C:9]2[CH:8]=[CH:7][C:6]([NH:5][S:2]([CH3:1])(=[O:3])=[O:4])=[CH:14][CH:13]=2)[CH:33]2[CH2:34][CH2:35][N:30]([CH2:31][CH2:32]2)[CH2:29]1.[OH:27][C:28]1([CH2:36][NH:37][C:10](=[O:11])[C:9]2[CH:13]=[CH:14][C:6]([NH:5][S:2]([CH3:1])(=[O:4])=[O:3])=[CH:7][CH:8]=2)[CH:33]2[CH2:34][CH2:35][N:30]([CH2:31][CH2:32]2)[CH2:29]1 |f:4.5.6|. Procedure details: A solution/suspension of 4-[(methanesufonyl)amino]benzoic acid (1.62 g, 7.5 mmol) in anhydrous tetrahydrofuran (6 ml) under nitrogen was treated with 1,1'-carbonyldiimidazole (1.38 g, 8.5 mmol), stirred for 45 minutes, and degassed under a stream of nitrogen over 15 minutes. A solution of 3-hydroxy-1-azabicyclo[2.2.2]oct-3-ylmethanamine (1.56 g, 10 mmol) in anhydrous tetrahydrofuran (6 mL) was added, and the mixture soon became cloudy. After 18 hours at room temperature and 90 minutes at 50° C. ... The solvent is O1CCCC1 (tetrahydrofuran), O1CCCC1 (tetrahydrofuran). Isolated yield 105.9%. Reactants: C(=O)(N1C=NC=C1)N1C=NC=C1 (1,1'-carbonyldiimidazole), CS(=O)(=O)NC1=CC=C(C(=O)O)C=C1 (4-[(methanesufonyl)amino]benzoic acid), OC1(CN2CCC1CC2)CN (3-hydroxy-1-azabicyclo[2.2.2]oct-3-ylmethanamine). Yields the product O.OC1(CN2CCC1CC2)CNC(C2=CC=C(C=C2)NS(=O)(=O)C)=O.OC2(CN1CCC2CC1)CNC(C1=CC=C(C=C1)NS(=O)(=O)C)=O (N-(3-Hydroxy-1-azabicyclo[2.2.2]oct-3-ylmethyl)-4-[(methylsulfonyl)amino]-benzamide hemihydrate). Conditions: time 45 minute. Procedure details: A hexane solution of n-butyl lithium (1.68 M, 11.3 ml, 19.0 mmols) was dropwise added to a THF (100 ml) solution of ethyl 2-(4-benzyloxyphenyl)-3-(6-bromo-2,3,4,5-tetramethoxyphenyl)-2-ethoxycarbonylpropionate (10.0 g, 15.8 mmols), under a nitrogen stream at −90° C or lower. The reaction mixture was stirred for 30 minutes, and a THF (10 ml) solution of acetic acid (1.86 g, 31.6 mmols) was dropwise added thereto still at −90° C. or lower. The reaction mixture was allowed to warm to room temperatu... The solvent is C(C)OCC (diethyl ether), C1CCOC1 (THF), C1CCOC1 (THF). RXN SMILES: CCCCCC.C([Li])CCC.[CH2:12]([O:19][C:20]1[CH:25]=[CH:24][C:23]([C:26]([C:48](OCC)=[O:49])([CH2:32][C:33]2[C:38](Br)=[C:37]([O:40][CH3:41])[C:36]([O:42][CH3:43])=[C:35]([O:44][CH3:45])[C:34]=2[O:46][CH3:47])[C:27]([O:29][CH2:30][CH3:31])=[O:28])=[CH:22][CH:21]=1)[C:13]1[CH:18]=[CH:17][CH:16]=[CH:15][CH:14]=1.C(O)(=O)C>C(OCC)C.C1COCC1>[CH2:12]([O:19][C:20]1[CH:21]=[CH:22][C:23]([C:26]2([C:27]([O:29][CH2:30][CH3:31])=[O:28])[CH2:32][C:33]3[C:38](=[C:37]([O:40][CH3:41])[C:36]([O:42][CH3:43])=[C:35]([O:44][CH3:45])[C:34]=3[O:46][CH3:47])[C:48]2=[O:49])=[CH:24][CH:25]=1)[C:13]1[CH:14]=[CH:15][CH:16]=[CH:17][CH:18]=1. Starting materials: C(C)(=O)O (acetic acid), CCCCCC (hexane), C(CCC)[Li] (n-butyl lithium), C(C1=CC=CC=C1)OC1=CC=C(C=C1)C(C(=O)OCC)(CC1=C(C(=C(C(=C1Br)OC)OC)OC)OC)C(=O)OCC (ethyl 2-(4-benzyloxyphenyl)-3-(6-bromo-2,3,4,5-tetramethoxyphenyl)-2-ethoxycarbonylpropionate). Yield: 47.2%. Conditions: time 30 minute. Product: C(C1=CC=CC=C1)OC1=CC=C(C=C1)C1(C(C2=C(C(=C(C(=C2C1)OC)OC)OC)OC)=O)C(=O)OCC (Ethyl 2-(4-benzyloxyphenyl)-4,5,6,7-tetramethoxy-1-oxo-2-indancarboxylate). Reactants: ClC=1C=NC=C(C1SC1=C(C=C(S1)C(=O)O)[N+](=O)[O-])Cl (5-[(3,5-dichloro-4-pyridyl)sulfanyl]-4-nitro-thiophene-2-carboxylic acid), NC1C(NCCC1)=O (3-aminopiperidin-2-one). Product: ClC=1C=NC=C(C1SC1=C(C=C(S1)C(=O)NC1C(NCCC1)=O)[N+](=O)[O-])Cl (5-((3,5-dichloropyridin-4-yl)thio)-4-nitro-N-(2-oxopiperidin-3-yl)thiophene-2-carboxamide), solid. The yield is 23.0%. Reaction SMILES: [Cl:1][C:2]1[CH:3]=[N:4][CH:5]=[C:6]([Cl:20])[C:7]=1[S:8][C:9]1[S:13][C:12]([C:14]([OH:16])=O)=[CH:11][C:10]=1[N+:17]([O-:19])=[O:18].[NH2:21][CH:22]1[CH2:27][CH2:26][CH2:25][NH:24][C:23]1=[O:28]>>[Cl:20][C:6]1[CH:5]=[N:4][CH:3]=[C:2]([Cl:1])[C:7]=1[S:8][C:9]1[S:13][C:12]([C:14]([NH:21][CH:22]2[CH2:27][CH2:26][CH2:25][NH:24][C:23]2=[O:28])=[O:16])=[CH:11][C:10]=1[N+:17]([O-:19])=[O:18]. Procedure details: Prepared according to the procedure described for example 44 from 5-[(3,5-dichloro-4-pyridyl)sulfanyl]-4-nitro-thiophene-2-carboxylic acid (35 mg, 0.1 mmol) and 3-aminopiperidin-2-one (11.4 mg, 0.1 mmol). The title compound was obtained as a solid (10.4 mg, 23% yield). MS m/z: 446 [M+H]+.